Dataset: the Open Reaction Database (ORD), a public repository of structured organic reaction records. Task: describe an organic reaction: reactants, conditions, products, and yield The reactants are C(C)(C)(C)OC(=O)N[C@H]1CN(CC1)S(=O)(=O)C=1C=2C(=CN=C(C2C=CC1)Cl)Cl ((R)-3-(tert-butoxycarbonyl)amino-1-(1,4-dichloro-5-isoquinolinesulfonyl)pyrrolidine), C(C)(C)(C)OC(=O)N[C@@H]1CN(CC1)S(=O)(=O)C=1C=2C(=CN=C(C2C=CC1)Cl)Cl ((S)-3-(tert-butoxycarbonyl)amino-1-(1,4-dichloro-5-isoquinolinesulfonyl)pyrrolidine). The product is N[C@H]1CN(CC1)S(=O)(=O)C=1C=2C(=CN=C(C2C=CC1)N)Cl ((R)-3-Amino-1-(1-amino-4-chloro-5-isoquinolinesulfonyl)pyrrolidine), Cl (hydrochloride). Reaction SMILES: C(OC([NH:8][C@@H:9]1[CH2:13][CH2:12][N:11]([S:14]([C:17]2[C:18]3[C:19]([Cl:28])=[CH:20][N:21]=[C:22]([Cl:27])[C:23]=3[CH:24]=[CH:25][CH:26]=2)(=[O:16])=[O:15])[CH2:10]1)=O)(C)(C)C.C(OC([NH:36][C@H]1CCN(S(C2C3C(Cl)=CN=C(Cl)C=3C=CC=2)(=O)=O)C1)=O)(C)(C)C>>[NH2:8][C@@H:9]1[CH2:13][CH2:12][N:11]([S:14]([C:17]2[C:18]3[C:19]([Cl:28])=[CH:20][N:21]=[C:22]([NH2:36])[C:23]=3[CH:24]=[CH:25][CH:26]=2)(=[O:16])=[O:15])[CH2:10]1.[ClH:27]. Procedure: Intermediate 26b can be used in the method of Example 39-1 instead of Intermediate 26a to obtain the title compound as hydrochloride. As a reaction SMILES: [CH2:16]=[CH:17][c:18]1[cH:19][cH:20][cH:21][cH:22][cH:23]1.[CH2:24]([N:25]([CH:26]([CH3:27])[CH3:28])[CH:29]([CH3:30])[CH3:31])[CH3:32].[CH3:1][O:2][c:3]1[cH:4][c:5]([C:6]([Cl:7])=[O:8])[cH:9][c:10]([O:14][CH3:15])[c:11]1[O:12][CH3:13].[O:33]=[C:34]1[CH2:35][CH2:36][CH2:37][CH2:38][CH2:39]1>>[CH3:1][O:2][c:3]1[cH:4][c:5]([CH:6]=[CH:17][c:18]2[cH:19][cH:20][cH:21][cH:22][cH:23]2)[cH:9][c:10]([O:14][CH3:15])[c:11]1[O:12][CH3:13]. The reactants are C=Cc1ccccc1, CCN(C(C)C)C(C)C, COc1cc(C(=O)Cl)cc(OC)c1OC, O=C1CCCCC1. Product: COc1cc(C=Cc2ccccc2)cc(OC)c1OC. Starting materials: CCCOC1CCNCC1, CC#N, Cc1ccc2c(c1)CCC(=O)N2CCCCl, [K+], [K+], O=C([O-])[O-]. Yields the product CCCOC1CCN(CCCN2C(=O)CCc3cc(C)ccc32)CC1. As a reaction SMILES: [CH2:17]([CH2:18][CH3:19])[O:20][CH:21]1[CH2:22][CH2:23][NH:24][CH2:25][CH2:26]1.[CH3:33][C:34]#[N:35].[Cl:1][CH2:2][CH2:3][CH2:4][N:5]1[C:6](=[O:16])[CH2:7][CH2:8][c:9]2[cH:10][c:11]([CH3:15])[cH:12][cH:13][c:14]21.[K+:27].[K+:28].[O-:29][C:30]([O-:31])=[O:32]>>[CH2:2]([CH2:3][CH2:4][N:5]1[C:6](=[O:16])[CH2:7][CH2:8][c:9]2[cH:10][c:11]([CH3:15])[cH:12][cH:13][c:14]21)[N:24]1[CH2:23][CH2:22][CH:21]([O:20][CH2:17][CH2:18][CH3:19])[CH2:26][CH2:25]1. Reaction SMILES: [CH3:10][O-:11].[Cl:1][c:2]1[n:3][c:4]([CH3:9])[cH:5][c:6]([CH3:8])[cH:7]1.[Na+:12].[O:13]=[CH:14][N:15]([CH3:16])[CH3:17]>>[c:2]1([O:11][CH3:10])[n:3][c:4]([CH3:9])[cH:5][c:6]([CH3:8])[cH:7]1. Yields the product COc1cc(C)cc(C)n1. Reactants: C[O-], Cc1cc(C)nc(Cl)c1, [Na+], CN(C)C=O. Starting materials: C(C)(C)(C)OC(NC1=C(C=C(C(=C1)OC)C(F)(F)F)NC(CC(=O)C1=CC(=NC=C1)C#N)=O)=O ({2-[3-(2-cyano-pyridin-4-yl)-3-oxo-propionylamino]-5-methoxy-4-trifluoromethyl-phenyl}-carbamic acid tert.-butyl ester), C(=O)(C(F)(F)F)O (TFA). Run in C(Cl)Cl (CH2Cl2). Yields the product COC=1C(=CC2=C(N=C(CC(N2)=O)C2=CC(=NC=C2)C#N)C1)C(F)(F)F (4-(8-Methoxy-4-oxo-7-trifluoromethyl-4,5-dihydro-3H-benzo[b][1,4]diazepin-2-yl)-pyridine-2-carbonitrile), solid. RXN SMILES: C(OC(=O)[NH:7][C:8]1[CH:13]=[C:12]([O:14][CH3:15])[C:11]([C:16]([F:19])([F:18])[F:17])=[CH:10][C:9]=1[NH:20][C:21](=[O:33])[CH2:22][C:23]([C:25]1[CH:30]=[CH:29][N:28]=[C:27]([C:31]#[N:32])[CH:26]=1)=O)(C)(C)C.C(O)(C(F)(F)F)=O>C(Cl)Cl>[CH3:15][O:14][C:12]1[C:11]([C:16]([F:19])([F:18])[F:17])=[CH:10][C:9]2[NH:20][C:21](=[O:33])[CH2:22][C:23]([C:25]3[CH:30]=[CH:29][N:28]=[C:27]([C:31]#[N:32])[CH:26]=3)=[N:7][C:8]=2[CH:13]=1. Procedure: The title compound was prepared from {2-[3-(2-cyano-pyridin-4-yl)-3-oxo-propionylamino]-5-methoxy-4-trifluoromethyl-phenyl}-carbamic acid tert.-butyl ester (Example M28) (293 mg, 0.61 mmol) by treatment with TFA in CH2Cl2 according to the general procedure N. Obtained as a yellow solid (180 mg). The reactants are C(C)[Si]([Si](C1=CC=CC=C1)(C)C)([Si]([Si]([Si]([Si](C)(C)C)(CC)CC)(CC)CC)(CC)CC)CC (2,2,3,3,4,4,5,5-octaethyl-1,1,6,6,6-pentamethyl-1-phenylhexasilane), FC(S(=O)(=O)O)(F)F (trifluoromethanesulfonic acid). Solvent: ClCCl (dichloromethane). Yields the product FC(S(=O)(=O)O[SiH2][SiH2][SiH2][SiH2][SiH2][SiH3])(F)F (1-(trifluoromethanesulfonyloxy)hexasilane). Reaction SMILES: C([Si:3](CC)([Si:13](CC)(CC)[Si:14](CC)(CC)[Si:15](CC)(CC)[Si:16](C)(C)C)[Si:4](C)(C)C1C=CC=CC=1)C.[F:34][C:35]([F:41])([F:40])[S:36]([OH:39])(=[O:38])=[O:37]>ClCCl>[F:34][C:35]([F:41])([F:40])[S:36]([O:39][SiH2:4][SiH2:3][SiH2:13][SiH2:14][SiH2:15][SiH3:16])(=[O:38])=[O:37]. Reported procedure: In an argon atmosphere, to a tetrahydrofuran solution (1 ml) of 52 mg (0.15 mmol) of octaethylcyclotetrasilane was added 0.71 ml (0.10 mmol) of a tetrahydrofuran solution (0.14M) of phenyldimethylsilyllithium, and stirred at 0° C. for 15 minutes. Then, tetrahydrofuran was distilled out under vacuum, and hexane (1 ml) was added to give a hexane solution (Solution 1). A dichloromethane solution (1 ml) of 27 mg (0.05 mmol) of 2,2,3,3,4,4,5,5-octaethyl-1,1,6,6,6-pentamethyl-1-phenylhexasilane (2) ob...